From a dataset of the Open Reaction Database (ORD), a public repository of structured organic reaction records. describe an organic reaction: reactants, conditions, products, and yield Reactants: CN(C=CC(=O)C1=CC(=NC=C1)Cl)C (3-dimethylamino-1-(2-chloro-4-pyridyl)-2-propen-1-one), [N+](=O)(O)[O-].FC(C=1C=C(C=CC1)NC(=N)N)(F)F (3-trifluoromethylphenyl-guanidine nitrate), [OH-].[Na+] (sodium hydroxide). Run in CC(C)O (2-propanol). Conditions: time 18 hour. Product: FC(C=1C=C(C=CC1)NC1=NC=CC(=N1)C1=CC(=NC=C1)Cl)(F)F (N-(3-trifluoromethyl-phenyl)-4-(2-chloro-4-pyridyl)-2-pyrimidineamine). As a reaction SMILES: CN(C)[CH:3]=[CH:4][C:5]([C:7]1[CH:12]=[CH:11][N:10]=[C:9]([Cl:13])[CH:8]=1)=O.[N+]([O-])(O)=O.[F:19][C:20]([F:32])([F:31])[C:21]1[CH:22]=[C:23]([NH:27][C:28]([NH2:30])=[NH:29])[CH:24]=[CH:25][CH:26]=1.[OH-].[Na+]>CC(O)C>[F:19][C:20]([F:31])([F:32])[C:21]1[CH:22]=[C:23]([NH:27][C:28]2[N:30]=[C:5]([C:7]3[CH:12]=[CH:11][N:10]=[C:9]([Cl:13])[CH:8]=3)[CH:4]=[CH:3][N:29]=2)[CH:24]=[CH:25][CH:26]=1 |f:1.2,3.4|. Procedure details: 150 mg (0.71 mmol) of 3-dimethylamino-1-(2-chloro-4-pyridyl)-2-propen-1-one are suspended in 1.5 ml of 2-propanol. 190 mg (0.712 mmol) of 3-trifluoromethylphenyl-guanidine nitrate and 31 mg (0.783 mmol) of sodium hydroxide are added and the reaction mixture is stirred for 18 h under RF. It is then cooled to RT and filtered, and the material retained on the filter is washed with 2-propanol and water and dried at 50° under HV to give N-(3-trifluoromethyl-phenyl)-4-(2-chloro-4-pyridyl)-2-pyrimidine...